Dataset: the Open Reaction Database (ORD), a public repository of structured organic reaction records. Task: describe an organic reaction: reactants, conditions, products, and yield Solvent: CN(C(C)=O)C (N,N-dimethylacetamide). The reactants are C(C=C)NC1=C2NC=NC2=NC=N1 (6-allylaminopurine), C([O-])([O-])=O.[K+].[K+] (potassium carbonate), ClC1=C(CCl)C(=CC=C1)F (2-chloro-6-fluorobenzyl chloride). Isolated yield 58.0%. Reported procedure: In a procedure analogous to that of Example 9, by using 1.75 g of 6-allylaminopurine, 1.38 g of potassium carbonate, 50 ml of N,N-dimethylacetamide and 3.58 g of 2-chloro-6-fluorobenzyl chloride, there was obtained 1.84 g of 6-allylamino-9-(2-chloro-6-fluorobenzyl)purine as colorless needles (yield: 58%), m.p. 163°-164° C. Product: C(C=C)NC1=C2N=CN(C2=NC=N1)CC1=C(C=CC=C1F)Cl (6-allylamino-9-(2-chloro-6-fluorobenzyl)purine). Reaction SMILES: [CH2:1]([NH:4][C:5]1[N:13]=[CH:12][N:11]=[C:10]2[C:6]=1[NH:7][CH:8]=[N:9]2)[CH:2]=[CH2:3].C(=O)([O-])[O-].[K+].[K+].[Cl:20][C:21]1[CH:28]=[CH:27][CH:26]=[C:25]([F:29])[C:22]=1[CH2:23]Cl>CN(C)C(=O)C>[CH2:1]([NH:4][C:5]1[N:13]=[CH:12][N:11]=[C:10]2[C:6]=1[N:7]=[CH:8][N:9]2[CH2:23][C:22]1[C:25]([F:29])=[CH:26][CH:27]=[CH:28][C:21]=1[Cl:20])[CH:2]=[CH2:3] |f:1.2.3|. The reactants are OCCOCc1ccccc1, [O-]Cl, ClCCl, [K+], [K+], [Na+], [Na+], [Na+], O, O=P([O-])([O-])O, O=S([O-])([O-])=S. Yields the product O=CCOCc1ccccc1. RXN SMILES: [CH2:1]([c:2]1[cH:3][cH:4][cH:5][cH:6][cH:7]1)[O:8][CH2:9][CH2:10][OH:11].[Cl:19][O-:20].[Cl:30][CH2:31][Cl:32].[K+:17].[K+:18].[Na+:21].[Na+:27].[Na+:28].[OH2:29].[P:12]([O-:13])([O-:14])([OH:15])=[O:16].[S:22]([O-:23])([O-:24])(=[O:25])=[S:26]>>[CH2:1]([c:2]1[cH:3][cH:4][cH:5][cH:6][cH:7]1)[O:8][CH2:9][CH:10]=[O:11]. Starting materials: COC(=O)c1cc2ccccc2n1S(=O)(=O)c1cccc(Cl)c1, Cl, [I-], [Li+], c1ccncc1. Yields the product O=C(O)c1cc2ccccc2n1S(=O)(=O)c1cccc(Cl)c1. As a reaction SMILES: [Cl:1][c:2]1[cH:3][c:4]([S:8](=[O:9])(=[O:10])[n:11]2[c:12]([C:20](=[O:21])[O:22][CH3:23])[cH:13][c:14]3[cH:15][cH:16][cH:17][cH:18][c:19]23)[cH:5][cH:6][cH:7]1.[ClH:26].[I-:24].[Li+:25].[cH:27]1[cH:28][cH:29][n:30][cH:31][cH:32]1>>[Cl:1][c:2]1[cH:3][c:4]([S:8](=[O:9])(=[O:10])[n:11]2[c:12]([C:20](=[O:21])[OH:22])[cH:13][c:14]3[cH:15][cH:16][cH:17][cH:18][c:19]23)[cH:5][cH:6][cH:7]1. Starting materials: [Br-].C(CCCCC)[N+]1=C(C=CC=C1)C (1-Hexyl-2-methylpyridinium bromide), C(C)N(C1=CC=C(C=O)C=C1)CC (4-diethylaminobenzaldehyde), N1CCCCC1 (piperidine). Run in CO (methanol). The product is O.[Br-].C(C)N(C1=CC=C(C=CC2=[N+](C=CC=C2)CCCCCC)C=C1)CC.C(C)N(CC)C1=CC=C(C=CC2=[N+](C=CC=C2)CCCCCC)C=C1.[Br-] (2-[4-(diethylamino)styryl]-1-hexylpyridinium bromide hemihydrate). The yield is 45.3%. Reaction SMILES: [Br-:1].[CH2:2]([N+:8]1[CH:13]=[CH:12][CH:11]=[CH:10][C:9]=1[CH3:14])[CH2:3][CH2:4][CH2:5][CH2:6][CH3:7].[CH2:15]([N:17]([CH2:26][CH3:27])[C:18]1[CH:25]=[CH:24][C:21]([CH:22]=[O:23])=[CH:20][CH:19]=1)[CH3:16].N1CCCCC1>CO>[OH2:23].[Br-:1].[CH2:26]([N:17]([CH2:15][CH3:16])[C:18]1[CH:25]=[CH:24][C:21]([CH:22]=[CH:14][C:9]2[CH:10]=[CH:11][CH:12]=[CH:13][N+:8]=2[CH2:2][CH2:3][CH2:4][CH2:5][CH2:6][CH3:7])=[CH:20][CH:19]=1)[CH3:27].[CH2:15]([N:17]([C:18]1[CH:19]=[CH:20][C:21]([CH:22]=[CH:14][C:9]2[CH:10]=[CH:11][CH:12]=[CH:13][N+:8]=2[CH2:2][CH2:3][CH2:4][CH2:5][CH2:6][CH3:7])=[CH:24][CH:25]=1)[CH2:26][CH3:27])[CH3:16].[Br-:1] |f:0.1,5.6.7.8.9|. Reported procedure: 1-Hexyl-2-methylpyridinium bromide (7.8 g, 0.03 mole) and 4-diethylaminobenzaldehyde (7.0 g, 0.04 mole) were refluxed in methanol (50 ml) in the presence of piperidine (1.0 ml) under nitrogen for four hours. The solution was evaporated and the resulting oil was redissolved in a small amount of isopropanol. Addition of twice the volume of ether gave a red crystalline solid which was collected and washed with isopropanol/ether to give 2-[4-(diethylamino)styryl]-1-hexylpyridinium bromide hemihydrat... Starting materials: CC1OCC2=C1C(=CC=C2)OCOC (1-methyl-7-{[(methyloxy)methyl]oxy}-1,3-dihydro-2-benzofuran), CC1OCC2=C1C(=CC=C2)OCOC (1-methyl-7-{[(methyloxy)methyl]oxy}-1,3-dihydro-2-benzofuran), Cl (HCl). Run in CO (methanol), ClCCl (dichloromethane). Reaction conditions: temperature 80 celsius, time 30 minute. Product: CC1OCC2=C1C(=CC=C2)O (3-methyl-1,3-dihydro-2-benzofuran-4-ol). Isolated yield 123.2%. Reaction SMILES: Cl.[CH3:2][CH:3]1[C:7]2[C:8]([O:12]COC)=[CH:9][CH:10]=[CH:11][C:6]=2[CH2:5][O:4]1>CO.ClCCl>[CH3:2][CH:3]1[C:7]2[C:8]([OH:12])=[CH:9][CH:10]=[CH:11][C:6]=2[CH2:5][O:4]1. Procedure: In a 8 ml vial 1-methyl-7-{[(methyloxy)methyl]oxy}-1,3-dihydro-2-benzofuran (Intermediate 97, 25.2 mg) was dissolved in methanol (1 ml) to give a colourless solution. A solution of HCl (2M/H2O) (0.259 ml, 0.519 mmol) was added. The reaction mixture was shaken at 80° C. After 30 minutes, the reaction mixture was diluted with 10 ml of dichloromethane. The phases were separated through a phase separator cartridge. The organic phase was mixed with the fraction obtained before and evaporated under va...